Task: describe an organic reaction: reactants, conditions, products, and yield. Dataset: the Open Reaction Database (ORD), a public repository of structured organic reaction records Starting materials: C1(CC1)NC1CCN(CC1)C1=NC=C(C=N1)CC (cyclopropyl-[1-(5-ethyl-pyrimidin-2-yl)-piperidin-4-yl]-amine), FC=1C=C(C(=O)O)C=CC1N1N=CN=C1 (3-fluoro-4-[1,2,4]triazol-1-yl-benzoic acid). Yields the product C1(CC1)N(C(C1=CC(=C(C=C1)N1N=CN=C1)F)=O)C1CCN(CC1)C1=NC=C(C=N1)CC (N-Cyclopropyl-N-[1-(5-ethyl-pyrimidin-2-yl)-piperidin-4-yl]-3-fluoro-4-[1,2,4]triazol-1-yl-benzamide). RXN SMILES: [CH:1]1([NH:4][CH:5]2[CH2:10][CH2:9][N:8]([C:11]3[N:16]=[CH:15][C:14]([CH2:17][CH3:18])=[CH:13][N:12]=3)[CH2:7][CH2:6]2)[CH2:3][CH2:2]1.[F:19][C:20]1[CH:21]=[C:22]([CH:26]=[CH:27][C:28]=1[N:29]1[CH:33]=[N:32][CH:31]=[N:30]1)[C:23](O)=[O:24]>>[CH:1]1([N:4]([CH:5]2[CH2:10][CH2:9][N:8]([C:11]3[N:12]=[CH:13][C:14]([CH2:17][CH3:18])=[CH:15][N:16]=3)[CH2:7][CH2:6]2)[C:23](=[O:24])[C:22]2[CH:26]=[CH:27][C:28]([N:29]3[CH:33]=[N:32][CH:31]=[N:30]3)=[C:20]([F:19])[CH:21]=2)[CH2:2][CH2:3]1. Reported procedure: The title compound is prepared from cyclopropyl-[1-(5-ethyl-pyrimidin-2-yl)-piperidin-4-yl]-amine and 3-fluoro-4-[1,2,4]triazol-1-yl-benzoic acid following a procedure analogous to that described in Example 90. LC (method 19): tR=4.25 min; Mass spectrum (ESI+): m/z=436 [M+H]+. As a reaction SMILES: [Al+3:34].[CH:29]([SH:30])([SH:31])[CH3:32].[Cl-:33].[Cl-:35].[Cl-:36].[Cl:39][CH2:40][Cl:41].[F:1][c:2]1[cH:3][c:4]2[c:5]([cH:27][cH:28]1)[N:6]=[C:7]([N:20]1[CH2:21][CH2:22][N:23]([CH3:26])[CH2:24][CH2:25]1)[c:8]1[c:9]([s:11][c:12]3[c:13]1[cH:14][cH:15][c:16]([O:18][CH3:19])[cH:17]3)[NH:10]2.[Na+:38].[OH-:37].[OH2:42]>>[F:1][c:2]1[cH:3][c:4]2[c:5]([cH:27][cH:28]1)[N:6]=[C:7]([N:20]1[CH2:21][CH2:22][N:23]([CH3:26])[CH2:24][CH2:25]1)[c:8]1[c:9]([s:11][c:12]3[c:13]1[cH:14][cH:15][c:16]([OH:18])[cH:17]3)[NH:10]2. Yields the product CN1CCN(C2=Nc3ccc(F)cc3Nc3sc4cc(O)ccc4c32)CC1. The reactants are [Al+3], CC(S)S, [Cl-], [Cl-], [Cl-], ClCCl, COc1ccc2c3c(sc2c1)Nc1cc(F)ccc1N=C3N1CCN(C)CC1, [Na+], [OH-], O. The reactants are CCOC(=O)CC(C)=O, CC(C)O, [H][H], COc1ccc(NC(C)=O)cc1[N+](=O)[O-], Cc1ccc(S(=O)(=O)O)cc1. Yields the product CCOC(=O)CC(C)Nc1cc(NC(C)=O)ccc1OC. Reaction SMILES: [C:16]([CH2:17][C:18](=[O:19])[CH3:20])(=[O:21])[O:22][CH2:23][CH3:24].[CH:38]([OH:39])([CH3:40])[CH3:41].[H:36][H:37].[N+:1]([O-:2])(=[O:3])[c:4]1[c:5]([O:14][CH3:15])[cH:6][cH:7][c:8]([NH:10][C:11]([CH3:12])=[O:13])[cH:9]1.[c:25]1([CH3:26])[cH:27][cH:28][c:29]([S:30]([OH:31])(=[O:32])=[O:33])[cH:34][cH:35]1>>[NH:1]([c:4]1[c:5]([O:14][CH3:15])[cH:6][cH:7][c:8]([NH:10][C:11]([CH3:12])=[O:13])[cH:9]1)[CH:18]([CH2:17][C:16](=[O:21])[O:22][CH2:23][CH3:24])[CH3:20]. Starting materials: BrC=1C=C(C(=NC1)NC1=CC(=CC=C1)N1C=NC=C1)[N+](=O)[O-] (N-(5-bromo-3-nitropyridin-2-yl)-N-[3-(imidazol-1-yl)phenyl]amine), Oxalate salt, C(C)O (ethanol). Yields the product BrC=1C=C2C(=NC1)N(C=N2)C2=CC(=CC=C2)N2C=NC=C2 (6-Bromo-3-[3-(imidazol-1-yl)phenyl]-3H-imidazo[4,5-b]pyridine). RXN SMILES: [Br:1][C:2]1[CH:3]=[C:4]([N+:20]([O-])=O)[C:5]([NH:8][C:9]2[CH:14]=[CH:13][CH:12]=[C:11]([N:15]3[CH:19]=[CH:18][N:17]=[CH:16]3)[CH:10]=2)=[N:6][CH:7]=1.[CH2:23](O)C>>[Br:1][C:2]1[CH:3]=[C:4]2[N:20]=[CH:23][N:8]([C:9]3[CH:14]=[CH:13][CH:12]=[C:11]([N:15]4[CH:19]=[CH:18][N:17]=[CH:16]4)[CH:10]=3)[C:5]2=[N:6][CH:7]=1. Procedure details: 6-Bromo-3-[3-(imidazol-1-yl)phenyl]-3H-imidazo[4,5-b]pyridine was prepared from N-(5-bromo-3-nitropyridin-2-yl)-N-[3-(imidazol-1-yl)phenyl]amine as described in Example 1. Oxalate salt, cream-coloured powder, m.p. 236-238° C. (from ethanol); δH (400 MHz, d6-DMSO) 7.23 (1H, s), 7.75 (2H, m), 7.92 (1H, s), 8.01-8.03 (1H, m), 8.24 (1H, s), 8.51 (1H, s), 8.57 (2H, dd, J 6 and 2), 9.09 (1H, s); m/z (ES+) 340 and 342 (M++H). The reactants are C(C)[C@]1(CC(OCC=2C(N3CC=4C(=NC=5C=C(C=C(C5C4)F)F)C3=CC21)=O)=O)O ((5R)-5-ethyl-9,11-difluoro-5-hydroxy-4,5,13,15-tetrahydro-1H,3H-oxepino[3′,4′:6,7]indolizino[1,2-b]quinoline-3,15-dione), C1(CCCCC1)CCC=O (3-cyclohexylpropanal). The product is C1(CCCCC1)CCC1=C2C(=NC=3C=C(C=C(C13)F)F)C1=CC3=C(C(N1C2)=O)COC(C[C@]3(O)CC)=O ((5R)-12-(2-cyclohexylethyl)-5-ethyl-9,11-difluoro-5-hydroxy-4,5,13,15-tetrahydro-1H,3H-oxepino[3′,4′:6,7]indolizino [1,2-b]quinoline-3,15-dione). Reaction SMILES: [CH2:1]([C@:3]1([OH:29])[C:26]2[CH:25]=[C:24]3[N:10]([CH2:11][C:12]4[C:13]3=[N:14][C:15]3[CH:16]=[C:17]([F:23])[CH:18]=[C:19]([F:22])[C:20]=3[CH:21]=4)[C:9](=[O:27])[C:8]=2[CH2:7][O:6][C:5](=[O:28])[CH2:4]1)[CH3:2].[CH:30]1([CH2:36][CH2:37]C=O)[CH2:35][CH2:34][CH2:33][CH2:32][CH2:31]1>>[CH:30]1([CH2:36][CH2:37][C:21]2[C:20]3[C:19]([F:22])=[CH:18][C:17]([F:23])=[CH:16][C:15]=3[N:14]=[C:13]3[C:24]4[N:10]([CH2:11][C:12]=23)[C:9](=[O:27])[C:8]2[CH2:7][O:6][C:5](=[O:28])[CH2:4][C@@:3]([CH2:1][CH3:2])([OH:29])[C:26]=2[CH:25]=4)[CH2:35][CH2:34][CH2:33][CH2:32][CH2:31]1. Reported procedure: The product of Example 100 is treated with 3-cyclohexylpropanal according to a procedure similar to Stage 95e in order to produce the expected solid. Starting materials: Cl.Cl.COC([C@H](CC1=CC=C(C=C1)OC1=C(C(=NC=C1)C)C)NC(=O)[C@H]1NCC=2C=C3C(=CC2C1)OC[C@@H](O3)C3=CC=C(C=C3)OCC3CCCCC3)=O ((S)-2-{[(3S,8S)-3-(4-Cyclohexylmethoxy-phenyl)-2,3,6,7,8,9-hexahydro-[1,4]dioxino[2,3-g]isoquinoline-8-carbonyl]-amino}-3-[4-(2,3-dimethyl-pyridin-4-yloxy)-phenyl]-propionic acid methyl ester bis hydrochloride), ClC(=O)C=1C=C(C=CC1)OC(C)=O (acetic acid 3-chlorocarbonyl-phenyl ester), C(=O)(O)[O-].[Na+] (NaHCO3). The solvent is CCOC(=O)C (EtOAc). Product: C1(CCCCC1)COC1=CC=C(C=C1)[C@@H]1OC=2C(=CC=3C[C@H](N(CC3C2)C(C2=CC(=CC=C2)O)=O)C(=O)N[C@H](C(=O)O)CC2=CC=C(C=C2)OC2=C(C(=NC=C2)C)C)OC1 ((S)-2-{[(3S,8S)-3-(4-Cyclohexylmethoxy-phenyl)-7-(3-hydroxy-benzoyl)-2,3,6,7,8,9-hexahydro-[1,4]dioxino[2,3-g]isoquinoline-8-carbonyl]-amino}-3-[4-(2,3-dimethyl-pyridin-4-yloxy)-phenyl]-propionic acid). As a reaction SMILES: Cl.Cl.COC(=O)[C@@H:6]([NH:23][C:24]([C@@H:26]1[CH2:35][C:34]2[CH:33]=[C:32]3[O:36][CH2:37][C@H:38]([C:40]4[CH:45]=[CH:44][C:43]([O:46][CH2:47][CH:48]5[CH2:53][CH2:52][CH2:51][CH2:50][CH2:49]5)=[CH:42][CH:41]=4)[O:39][C:31]3=[CH:30][C:29]=2[CH2:28][NH:27]1)=[O:25])[CH2:7][C:8]1[CH:13]=[CH:12][C:11]([O:14][C:15]2[CH:20]=[CH:19][N:18]=[C:17]([CH3:21])[C:16]=2[CH3:22])=[CH:10][CH:9]=1.Cl[C:56]([C:58]1[CH:59]=[C:60]([O:64]C(=O)C)[CH:61]=[CH:62][CH:63]=1)=[O:57].[C:68]([O-:71])(O)=[O:69].[Na+]>CCOC(C)=O>[CH:48]1([CH2:47][O:46][C:43]2[CH:42]=[CH:41][C:40]([C@H:38]3[CH2:37][O:36][C:32]4=[CH:33][C:34]5[CH2:35][C@@H:26]([C:24]([NH:23][C@@H:6]([CH2:7][C:8]6[CH:9]=[CH:10][C:11]([O:14][C:15]7[CH:20]=[CH:19][N:18]=[C:17]([CH3:21])[C:16]=7[CH3:22])=[CH:12][CH:13]=6)[C:68]([OH:71])=[O:69])=[O:25])[N:27]([C:56](=[O:57])[C:58]6[CH:63]=[CH:62][CH:61]=[C:60]([OH:64])[CH:59]=6)[CH2:28][C:29]=5[CH:30]=[C:31]4[O:39]3)=[CH:45][CH:44]=2)[CH2:53][CH2:52][CH2:51][CH2:50][CH2:49]1 |f:0.1.2,4.5|. Procedure details: (S)-2-{[(3S,8S)-3-(4-Cyclohexylmethoxy-phenyl)-2,3,6,7,8,9-hexahydro-[1,4]dioxino[2,3-g]isoquinoline-8-carbonyl]-amino}-3-[4-(2,3-dimethyl-pyridin-4-yloxy)-phenyl]-propionic acid methyl ester bis hydrochloride and excess acetic acid 3-chlorocarbonyl-phenyl ester were reacted in a biphasic mixture of EtOAc and saturated aqueous NaHCO3. The resulting compound was hydrolyzed according to General Procedure B to give the title compound (15 mg). LCMS (m/z) 813.